From a dataset of the Open Reaction Database (ORD), a public repository of structured organic reaction records. describe an organic reaction: reactants, conditions, products, and yield Starting materials: FC(C(=O)O)(F)F.N[C@@H]1CC[C@H](CC1)C#N (trans 4-amino-cyclohexanecarbonitrile trifluoroacetic acid salt), C1(=CC=CC=C1)S(=O)(=O)N1C=CC=2C1=NC=C(C2Cl)[N+](=O)[O-] (1-benzenesulfonyl-4-chloro-5-nitro-1H-pyrrolo[2,3-b]pyridine), C(C)(C)N(CC)C(C)C (diisopropylethylamine). Solvent: CC(C)O (propan-2-ol). Yields the product C1(=CC=CC=C1)S(=O)(=O)N1C=CC=2C1=NC=C(C2N[C@@H]2CC[C@H](CC2)C#N)[N+](=O)[O-] (trans 4-(1-benzenesulfonyl-5-nitro-1H-pyrrolo[2,3-b]pyridin-4-ylamino)-cyclohexanecarbonitrile). Yield: 87.4%. RXN SMILES: FC(F)(F)C(O)=O.[NH2:8][C@H:9]1[CH2:14][CH2:13][C@H:12]([C:15]#[N:16])[CH2:11][CH2:10]1.[C:17]1([S:23]([N:26]2[C:30]3=[N:31][CH:32]=[C:33]([N+:36]([O-:38])=[O:37])[C:34](Cl)=[C:29]3[CH:28]=[CH:27]2)(=[O:25])=[O:24])[CH:22]=[CH:21][CH:20]=[CH:19][CH:18]=1.C(N(C(C)C)CC)(C)C>CC(O)C>[C:17]1([S:23]([N:26]2[C:30]3=[N:31][CH:32]=[C:33]([N+:36]([O-:38])=[O:37])[C:34]([NH:8][C@H:9]4[CH2:14][CH2:13][C@H:12]([C:15]#[N:16])[CH2:11][CH2:10]4)=[C:29]3[CH:28]=[CH:27]2)(=[O:24])=[O:25])[CH:18]=[CH:19][CH:20]=[CH:21][CH:22]=1 |f:0.1|. Procedure: A mixture of trans 4-amino-cyclohexanecarbonitrile trifluoroacetic acid salt (6.36 g, 26.7 mmol), 1-benzenesulfonyl-4-chloro-5-nitro-1H-pyrrolo[2,3-b]pyridine (8.21 g, 24.3 mmol) and diisopropylethylamine (12.5 mL, 73.0 mmol) in propan-2-ol (200 mL) was heated at reflux for 3 hours. The cooled mixture was filtered and the precipitate washed with propan-2-ol to afford 9.04 g (87%) of trans 4-(1-benzenesulfonyl-5-nitro-1H-pyrrolo[2,3-b]pyridin-4-ylamino)-cyclohexanecarbonitrile as a bright yellow ... The reactants are C(C(=C)C)(=O)O (methacrylic acid), esters, C(C(=C)C)(=O)O (methacrylic acid), C(C(=C)C)(=O)OCC=C (allyl methacrylate), C(C(=C)C)(=O)OCC1=CC=CC=C1 (benzyl methacrylate), N(=NC(C#N)(CC(C)C)C)C(C#N)(CC(C)C)C (2,2′-azobis-(2,4′-dimethylvaleronitrile)). Run in COCC(C)OC(C)=O (1-methoxy-2-acetoxy propane), COCC(C)OC(C)=O (1-methoxy-2-acetoxypropane). Conditions: temperature 70 celsius, time 2 hour. The product is C(C(=C)C)(=O)O.C(C(=C)C)(=O)OCC=C.C(C(=C)C)(=O)OCC1=CC=CC=C1 (methacrylic acid allyl methacrylate benzyl methacrylate). As a reaction SMILES: [C:1]([OH:6])(=[O:5])[C:2]([CH3:4])=[CH2:3].[C:7]([O:12][CH2:13][CH:14]=[CH2:15])(=[O:11])[C:8]([CH3:10])=[CH2:9].[C:16]([O:21][CH2:22][C:23]1[CH:28]=[CH:27][CH:26]=[CH:25][CH:24]=1)(=[O:20])[C:17]([CH3:19])=[CH2:18].N(C(C)(CC(C)C)C#N)=NC(C)(CC(C)C)C#N>COCC(OC(=O)C)C>[C:1]([OH:6])(=[O:5])[C:2]([CH3:4])=[CH2:3].[C:7]([O:12][CH2:13][CH:14]=[CH2:15])(=[O:11])[C:8]([CH3:10])=[CH2:9].[C:16]([O:21][CH2:22][C:23]1[CH:24]=[CH:25][CH:26]=[CH:27][CH:28]=1)(=[O:20])[C:17]([CH3:19])=[CH2:18] |f:5.6.7|. Procedure: 180 parts of 1-methoxy-2-acetoxy propane were charged in a reaction vessel and heated under a nitrogen flow so that the internal temperature of the vessel was 70° C. Then a solution in which 17.1 parts of methacrylic acid, 42.9 parts of allyl methacrylate, 30.0 parts of benzyl methacrylate (composition ratio of these methacrylic acid and esters thereof was 28:48:24 in molar ratio), 2.87 parts of dodecylmercaptane and 3.52 parts of V-65 (2,2′-azobis-(2,4′-dimethylvaleronitrile), manufactured by W... The reactants are CCO, CCOC(=O)c1cnn(Cc2ccc(-c3cccc(C(F)(F)F)c3)s2)c1, [Na+], C1CCOC1, [OH-], O. The product is O=C(O)c1cnn(Cc2ccc(-c3cccc(C(F)(F)F)c3)s2)c1. Reaction SMILES: [CH2:35]([OH:36])[CH3:37].[F:1][C:2]([c:3]1[cH:4][c:5](-[c:9]2[cH:10][cH:11][c:12]([CH2:14][n:15]3[n:16][cH:17][c:18]([C:20](=[O:21])[O:22][CH2:23][CH3:24])[cH:19]3)[s:13]2)[cH:6][cH:7][cH:8]1)([F:25])[F:26].[Na+:28].[O:30]1[CH2:31][CH2:32][CH2:33][CH2:34]1.[OH-:27].[OH2:29]>>[F:1][C:2]([c:3]1[cH:4][c:5](-[c:9]2[cH:10][cH:11][c:12]([CH2:14][n:15]3[n:16][cH:17][c:18]([C:20](=[O:21])[OH:22])[cH:19]3)[s:13]2)[cH:6][cH:7][cH:8]1)([F:25])[F:26]. Starting materials: C1(C=2C(C(N1CCCN(CCC(CO)(F)F)S(=O)(=O)C1=CC=C(C=C1)C)=O)=CC=CC2)=O (1-phthalimido-4-p-toluenesulfonyl-7,7-difluoro-8-hydroxy-4-aza-octane), N1=CC=CC=C1 (pyridine), CS(=O)(=O)Cl (methanesulfonylchloride), CC(=O)C.C1CCCCC1 (acetone cyclohexane). Solvent: ClCCl (dichloromethane), ClCCl (dichloromethane). Reaction conditions: time 8 hour. The product is C1(C=2C(C(N1CCCN(CCC(COS(=O)(=O)C)(F)F)S(=O)(=O)C1=CC=C(C=C1)C)=O)=CC=CC2)=O (1-phthalimido-4-p-toluenesulfonyl-7,7-difluoro-8-methanesulfonyloxy-4-aza-octane). As a reaction SMILES: [C:1]1(=[O:32])[N:5]([CH2:6][CH2:7][CH2:8][N:9]([S:17]([C:20]2[CH:25]=[CH:24][C:23]([CH3:26])=[CH:22][CH:21]=2)(=[O:19])=[O:18])[CH2:10][CH2:11][C:12]([F:16])([F:15])[CH2:13][OH:14])[C:4](=[O:27])[C:3]2=[CH:28][CH:29]=[CH:30][CH:31]=[C:2]12.N1C=CC=CC=1.[CH3:39][S:40](Cl)(=[O:42])=[O:41].CC(C)=O.C1CCCCC1>ClCCl>[C:4]1(=[O:27])[N:5]([CH2:6][CH2:7][CH2:8][N:9]([S:17]([C:20]2[CH:21]=[CH:22][C:23]([CH3:26])=[CH:24][CH:25]=2)(=[O:18])=[O:19])[CH2:10][CH2:11][C:12]([F:16])([F:15])[CH2:13][O:14][S:40]([CH3:39])(=[O:42])=[O:41])[C:1](=[O:32])[C:2]2=[CH:31][CH:30]=[CH:29][CH:28]=[C:3]12 |f:3.4|. Procedure details: To a solution of 1-phthalimido-4-p-toluenesulfonyl-7,7-difluoro-8-hydroxy-4-aza-octane (56.0 g, 120 mmoles) and dry pyridine (50 mL) in dry dichloromethane (400 mL), a solution of methanesulfonylchloride (14.4 g, 1.05 equivalents) in dichloromethane is added slowly at room temperature. After stirring overnight at room temperature, the mixture is washed with 1N HCl (500 mL), 10% aqueous NaHSO3 (250 mL), and water (250 mL). Drying (Na2SO4) and evaporation of the solvent yields an oil which solidif... The reactants are BrC1=CC2=CC=CC=C2C=C1 (2-Bromonaphthalene), [N+](=O)([O-])C1=CC=C(C=C1)S (4-nitrothiophenol), C([O-])([O-])=O.[K+].[K+] (potassium carbonate), cuprous chloride. The reagents and catalysts are [Cu] (copper bronze). The solvent is N1=CC=CC=C1 (pyridine). Yields the product [N+](=O)([O-])C1=CC=C(C=C1)SC1=CC2=CC=CC=C2C=C1 (2-(4-nitrophenylthio)naphthalene). Isolated yield 11.6%. RXN SMILES: Br[C:2]1[CH:11]=[CH:10][C:9]2[C:4](=[CH:5][CH:6]=[CH:7][CH:8]=2)[CH:3]=1.[N+:12]([C:15]1[CH:20]=[CH:19][C:18]([SH:21])=[CH:17][CH:16]=1)([O-:14])=[O:13].C(=O)([O-])[O-].[K+].[K+]>N1C=CC=CC=1.[Cu]>[N+:12]([C:15]1[CH:20]=[CH:19][C:18]([S:21][C:2]2[CH:11]=[CH:10][C:9]3[C:4](=[CH:5][CH:6]=[CH:7][CH:8]=3)[CH:3]=2)=[CH:17][CH:16]=1)([O-:14])=[O:13] |f:2.3.4|. Reported procedure: 2-Bromonaphthalene (0.08 moles, 16.6 g), 4-nitrothiophenol (0.08 moles, 12.4 g), potassium carbonate (0.1 moles, 13.4 g), copper bronze (6.0 g) and cuprous chloride (0.02 moles, 2.0 g) were heated under reflux for 4 days in 300 ml pyridine. The solution was filtered hot, concentrated, dissolved in ethyl acetate and washed thoroughly with 2N HCl and water. The solution was dried over sodium sulfate, concentrated and purified by HPLC over silica gel eluted with 5% ethyl acetate in hexane. The prod...